Dataset: the Open Reaction Database (ORD), a public repository of structured organic reaction records. Task: describe an organic reaction: reactants, conditions, products, and yield The reactants are C(C)(C)(C)OC(=O)N1C(CCC1)C(=O)O (pyrrolidine-1,2-dicarboxylic acid 1-tert-butyl ester), CN1CCOCC1 (N-methyl morpholine), ClC(=O)OCC(C)C (isobutyl chloroformate), [N+](=[N-])=C (diazomethane). Run in C1CCOC1 (THF). Run at time 1 hour. Yields the product C(C)(C)(C)OC(=O)N1C(CCC1)CC(=O)OC (2-Methoxycarbonylmethylpyrrolidine-1-carboxylic acid tert-butyl ester). Reaction SMILES: [C:1]([O:5][C:6]([N:8]1[CH2:12][CH2:11][CH2:10][CH:9]1[C:13](O)=O)=[O:7])([CH3:4])([CH3:3])[CH3:2].CN1CCOCC1.Cl[C:24]([O:26][CH2:27]C(C)C)=[O:25].[N+](=C)=[N-]>C1COCC1>[C:1]([O:5][C:6]([N:8]1[CH2:12][CH2:11][CH2:10][CH:9]1[CH2:13][C:24]([O:26][CH3:27])=[O:25])=[O:7])([CH3:2])([CH3:3])[CH3:4]. Procedure details: To a stirred solution of pyrrolidine-1,2-dicarboxylic acid 1-tert-butyl ester 35 (10 g, 46.46 mmol) in dry THF were added drop wise N-methyl morpholine (6.4 mL, 58.1 mmol) and isobutyl chloroformate (6.7 mL, 65.1 mmol) at −30° C. The reaction mixture was stirred at same temperature for one hour and diazomethane solution (prepared in situ) was added at −30° C. The resulting mixture was allowed to stir at rt overnight. Excess diazomethane was quenched with acetic acid (15 mL) and evaporated under ... The reactants are N(=[N+]=[N-])[C@@H]1[C@H](CN(C1)CC1=CC=CC=C1)NC(CCC(CBr)(F)F)=O (N-((3S,4S)-4-azido-1-benzylpyrrolidin-3-yl)-5-bromo-4,4-difluoropentanamide), [H-].[Na+] (sodium hydride), ice water. Solvent: CN(C=O)C (N,N-dimethylformamide). Run at time 16 hour. Yields the product N(=[N+]=[N-])[C@@H]1[C@H](CN(C1)CC1=CC=CC=C1)N1C(CCC(C1)(F)F)=O (1-((3S,4S)-4-azido-1-benzylpyrrolidin-3-yl)-5,5-difluoropiperidin-2-one). The yield is 100.0%. RXN SMILES: [N:1]([C@H:4]1[CH2:8][N:7]([CH2:9][C:10]2[CH:15]=[CH:14][CH:13]=[CH:12][CH:11]=2)[CH2:6][C@@H:5]1[NH:16][C:17](=[O:25])[CH2:18][CH2:19][C:20]([F:24])([F:23])[CH2:21]Br)=[N+:2]=[N-:3].[H-].[Na+]>CN(C)C=O>[N:1]([C@H:4]1[CH2:8][N:7]([CH2:9][C:10]2[CH:15]=[CH:14][CH:13]=[CH:12][CH:11]=2)[CH2:6][C@@H:5]1[N:16]1[CH2:21][C:20]([F:24])([F:23])[CH2:19][CH2:18][C:17]1=[O:25])=[N+:2]=[N-:3] |f:1.2|. Procedure details: To a solution of the product from Step 6 (22.0 g, 52.8 mmol) in N,N-dimethylformamide (220 mL) was added sodium hydride (60% suspension in mineral oil, 3.38 g, 84.6 mmol) in several portions. The reaction was stirred at room temperature for 16 hours and then ice water (50 mL) was added slowly. The resulting mixture was partitioned between ethyl acetate and H2O and the organic phase washed with 2% aqueous lithium chloride solution and then brine. The organic layer was dried over sodium sulfate an...